The task is: describe an organic reaction: reactants, conditions, products, and yield. This data is from the Open Reaction Database (ORD), a public repository of structured organic reaction records. The reactants are FC1=C(C(=O)O)C(=CC=C1OCOC)F (2,6-difluoro-3-(methoxymethoxy)benzoic acid), [Si](C)(C)(C)Cl (TMS-Cl). The solvent is CO (MeOH). Yields the product FC1=C(C(=O)OC)C(=CC=C1O)F (methyl 2,6-difluoro-3-hydroxybenzoate). Isolated yield 100.4%. RXN SMILES: [F:1][C:2]1[C:10]([O:11]COC)=[CH:9][CH:8]=[C:7]([F:15])[C:3]=1[C:4]([OH:6])=[O:5].[Si](Cl)(C)(C)[CH3:17]>CO>[F:1][C:2]1[C:10]([OH:11])=[CH:9][CH:8]=[C:7]([F:15])[C:3]=1[C:4]([O:6][CH3:17])=[O:5]. Procedure details: To a solution of 2,4-difluoro-1-(methoxymethoxy)benzene (2.00 g, 11.5 mmol) in THF (30 mL) under nitrogen at −70° C. was added a solution of n-butyllithium in hexanes (1.4 M, 8.20 mL, 11.48 mmol) dropwise over 10 min. The mixture was stirred at −70° C. for 1.5 hr and was then decanted onto freshly pulverized dry ice (˜20 g). Once the effervescence had subsided the mixture was allowed to warm to RT and water (20 mL) was added. The aq solution was extracted twice with ether and was then acidified ... Reactants: [OH-].[Na+] (sodium hydroxide), ClC1=CC=C(C=C1)C(C(=O)O)(CCCC)CN1N=CN=C1 (2-(4-chlorophenyl)-2-[(1,2,4-triazol-1-yl)methyl]hexanoic acid), 3, C(C)I (ethyl iodide), CO (methanol). The solvent is CN(C=O)C (dimethyl formamide), CN(C=O)C (dimethyl formamide), C(C)(=O)OCC (ethyl acetate). Product: ClC1=CC=C(C=C1)C(C(=O)OCC)(CCCC)CN1N=CN=C1 (Ethyl 2-(4-chlorophenyl)-2-[(1,2,4-triazol-1-yl)methyl]hexanoate). Isolated yield 87.8%. As a reaction SMILES: [OH-].[Na+].[Cl:3][C:4]1[CH:9]=[CH:8][C:7]([C:10]([CH2:18][N:19]2[CH:23]=[N:22][CH:21]=[N:20]2)([CH2:14][CH2:15][CH2:16][CH3:17])[C:11]([OH:13])=[O:12])=[CH:6][CH:5]=1.[CH2:24](I)[CH3:25].CO>CN(C)C=O.C(OCC)(=O)C>[Cl:3][C:4]1[CH:9]=[CH:8][C:7]([C:10]([CH2:18][N:19]2[CH:23]=[N:22][CH:21]=[N:20]2)([CH2:14][CH2:15][CH2:16][CH3:17])[C:11]([O:13][CH2:24][CH3:25])=[O:12])=[CH:6][CH:5]=1 |f:0.1|. Procedure: To a 250 mL 3 neck flask stirring under N2 was charged 1.0 g of 60% sodium hydroxide (prewashed with hexanes) in 50 mL of dimethyl formamide (DMF). To the slurry was charged 6.14 g (0.020 mole) of 2-(4-chlorophenyl)-2-[(1,2,4-triazol-1-yl)methyl]hexanoic acid in 50 mL of dimethyl formamide. The mixture was stirred at room temperature and 3.74 g (0.024 mole) of ethyl iodide was added. The reaction was monitored by thin layer chromatography (TLC) in a one to 19 mixture of methanol and ethyl acetat... Reactants: CN(C=CC(=O)C1=C(N=C(N1)COC)C(C)(C)OC)C (5-(3-Dimethylaminoprop-2-en-1-oyl)-1-methoxyisopropyl-2-methoxymethylimidazole), Cl.NC(=N)N (guanidine hydrochloride), C[O-].[Na+] (Sodium methoxide). Solvent: C(CCC)O (1-butanol). Product: NC1=NC=CC(=N1)C1=C(N=C(N1)COC)C(C)(C)OC (2-Amino-4-(1-methoxyisopropyl-2-methoxymethylimidazol-5-yl)pyrimidine). The yield is 60.4%. RXN SMILES: CN(C)[CH:3]=[CH:4][C:5]([C:7]1[NH:11][C:10]([CH2:12][O:13][CH3:14])=[N:9][C:8]=1[C:15]([O:18][CH3:19])([CH3:17])[CH3:16])=O.Cl.[NH2:22][C:23]([NH2:25])=[NH:24].C[O-].[Na+]>C(O)CCC>[NH2:24][C:23]1[N:25]=[C:5]([C:7]2[NH:11][C:10]([CH2:12][O:13][CH3:14])=[N:9][C:8]=2[C:15]([O:18][CH3:19])([CH3:17])[CH3:16])[CH:4]=[CH:3][N:22]=1 |f:1.2,3.4|. Procedure: 5-(3-Dimethylaminoprop-2-en-1-oyl)-1-methoxyisopropyl-2-methoxymethylimidazole (Method 56; 3.13, 11.1 mmol) and guanidine hydrochloride (2.65 g, 27.8 mmol) were suspended in 1-butanol (20 ml). Sodium methoxide (2.4 g, 44 mmol) was added in one portion and the mixture heated under reflux, under an atmosphere of nitrogen, for 18 hours. The volatiles were removed by evaporation. Water (50 ml) was added and extracted EtOAc (3×50 ml). The organic layers were combined and dried with Chemelut CE1010 an... Reactants: Cl.NNC(=S)N (Thiosemicarbazide hydrochloride), ClC1=C(C(=O)Cl)C=CC(=C1)Cl (2,4-dichlorobenzoyl chloride). Solvent: N1=CC=CC=C1 (pyridine). Run at time 14 hour. The product is ClC1=C(C(=O)NNC(=S)N)C=CC(=C1)Cl (2,4-Dichlorobenzoylthiosemicarbazide). As a reaction SMILES: Cl.[NH2:2][NH:3][C:4]([NH2:6])=[S:5].[Cl:7][C:8]1[CH:16]=[C:15]([Cl:17])[CH:14]=[CH:13][C:9]=1[C:10](Cl)=[O:11]>N1C=CC=CC=1>[Cl:7][C:8]1[CH:16]=[C:15]([Cl:17])[CH:14]=[CH:13][C:9]=1[C:10]([NH:2][NH:3][C:4]([NH2:6])=[S:5])=[O:11] |f:0.1|. Reported procedure: Thiosemicarbazide hydrochloride (2.55 g, 20.0 mmol) was mixed to pyridine (20 ml), and 2,4-dichlorobenzoyl chloride (2.81 ml) was added thereto. The mixture was stirred at a room temperature for 14 hours. The solvent was distilled off. Water was added to the resulting residue, and the mixture was stirred. The precipitate was separated by filtration. 2,4-Dichlorobenzoylthiosemicarbazide (2.11 g, 8.00 mmol) obtained from the precipitate by through circulation drying was mixed to toluene (25 ml), a... Reactants: [N+](=[N-])=C (diazomethane), C(C1=CC=CC=C1)=C1C(=C(C(N1)=O)[N+](=O)[O-])O (benzylidene-4-hydroxy-3-nitro-3-pyrrolin-2-one), CN (methylamine). Reported procedure: An excess of diazomethane in ether is added to a suspension of 0.46 g (2 mmol) benzylidene-4-hydroxy-3-nitro-3-pyrrolin-2-one (prepared by the method of H. Poschenrieder et al (Arch. Pharm. Pharm. Med. Chem. 1998, vol. 331, pp. 389-394) and Stachel et al (J. Heterocycl. Chem. 1980, vol. 17, pp. 1195-1199 and Liebigs Ann. Chem. 1985, pp. 1692-1696)) in 20 ml methanol. When the evolution of nitrogen has subsided, the solvent is stripped off, the residue is dissolved in methanol and the solution is... The yield is 45.0%. Reaction SMILES: [N+:1](=[CH2:3])=[N-].[CH:4](=[C:11]1[NH:15][C:14](=[O:16])[C:13]([N+:17]([O-:19])=[O:18])=[C:12]1O)[C:5]1[CH:10]=[CH:9][CH:8]=[CH:7][CH:6]=1.CN>CCOCC.CO>[CH:4](=[C:11]1[NH:15][C:14](=[O:16])[C:13]([N+:17]([O-:19])=[O:18])=[C:12]1[NH:1][CH3:3])[C:5]1[CH:6]=[CH:7][CH:8]=[CH:9][CH:10]=1. Yields the product C(C1=CC=CC=C1)=C1C(=C(C(N1)=O)[N+](=O)[O-])NC (5-Benzylidene-4-methylamino-3-nitro-1,5-dihydropyrrol-2-one). Run in CO (methanol), CCOCC (ether), CO (methanol).